From a dataset of the Open Reaction Database (ORD), a public repository of structured organic reaction records. describe an organic reaction: reactants, conditions, products, and yield The reactants are CC1=C(C=CC=C1)N1C(=NC=C1)S(=O)CCCO (3-[1-(2-methylphenyl)-2-imidazolylsulfinyl]propanol), COC(C1=C(C=CC(=C1)Cl)[N+](=O)[O-])OC (5-chloro-2-nitro-benzaldehyde dimethylacetal), [Cl-].[NH4+] (ammonium chloride), [H-].[Na+] (sodium hydride). Solvent: CN(C=O)C (dimethylformamide). The product is CC1=C(C=CC=C1)N1C(=NC=C1)S(=O)CCCOC1=CC(=C(C=C1)[N+](=O)[O-])C(OC)OC (1-(2-methylphenyl)-2-[3-(3-dimethoxymethyl-4-nitrophenoxy)propylsulfinyl]imidazole). The yield is 65.5%. RXN SMILES: [CH3:1][C:2]1[CH:7]=[CH:6][CH:5]=[CH:4][C:3]=1[N:8]1[CH:12]=[CH:11][N:10]=[C:9]1[S:13]([CH2:15][CH2:16][CH2:17][OH:18])=[O:14].[CH3:19][O:20][CH:21]([O:32][CH3:33])[C:22]1[CH:27]=[C:26](Cl)[CH:25]=[CH:24][C:23]=1[N+:29]([O-:31])=[O:30].[H-].[Na+].[Cl-].[NH4+]>CN(C)C=O>[CH3:1][C:2]1[CH:7]=[CH:6][CH:5]=[CH:4][C:3]=1[N:8]1[CH:12]=[CH:11][N:10]=[C:9]1[S:13]([CH2:15][CH2:16][CH2:17][O:18][C:26]1[CH:25]=[CH:24][C:23]([N+:29]([O-:31])=[O:30])=[C:22]([CH:21]([O:20][CH3:19])[O:32][CH3:33])[CH:27]=1)=[O:14] |f:2.3,4.5|. Procedure: To 50 ml of dimethylformamide were added 2.9 g of 3-[1-(2-methylphenyl)-2-imidazolylsulfinyl]propanol and 3.4 g of 5-chloro-2-nitro-benzaldehyde dimethylacetal. To the mixture being stirred was added 0.75 g of 60% sodium hydride slowly. The mixture was stirred at 60° C. overnight. Thereto was added an aqueous solution saturated with ammonium chloride. The reaction mixture was concentrated. The residue was extracted with ethyl acetate. The extract was washed with water and an aqueous solution sat...